From a dataset of the Open Reaction Database (ORD), a public repository of structured organic reaction records. describe an organic reaction: reactants, conditions, products, and yield Reactants: FC(C=1C=C(C(=O)N2CCC3(C(N(CN3C3=C(C=CC=C3)C)CCO)=O)CC2)C=C(C1)C(F)(F)F)(F)F (8-(3,5-bis-trifluoromethyl-benzoyl)-3-(2-hydroxy-ethyl)-1-o-tolyl-1,3,8-triaza-spiro[4.5]decan-4-one), C(C)(C)N (isopropylamine). The product is FC(C=1C=C(C(=O)N2CCC3(C(N(CN3C3=C(C=CC=C3)C)CCNC(C)C)=O)CC2)C=C(C1)C(F)(F)F)(F)F (8-(3,5-Bis-trifluoromethyl-benzoyl)-3-(2-isopropylamino-ethyl)-1-o-tolyl-1,3,8-triaza-spiro[4.5]decan-4-one). As a reaction SMILES: [F:1][C:2]([F:37])([F:36])[C:3]1[CH:4]=[C:5]([CH:29]=[C:30]([C:32]([F:35])([F:34])[F:33])[CH:31]=1)[C:6]([N:8]1[CH2:28][CH2:27][C:11]2([N:15]([C:16]3[CH:21]=[CH:20][CH:19]=[CH:18][C:17]=3[CH3:22])[CH2:14][N:13]([CH2:23][CH2:24]O)[C:12]2=[O:26])[CH2:10][CH2:9]1)=[O:7].[CH:38]([NH2:41])([CH3:40])[CH3:39]>>[F:1][C:2]([F:37])([F:36])[C:3]1[CH:4]=[C:5]([CH:29]=[C:30]([C:32]([F:34])([F:35])[F:33])[CH:31]=1)[C:6]([N:8]1[CH2:9][CH2:10][C:11]2([N:15]([C:16]3[CH:21]=[CH:20][CH:19]=[CH:18][C:17]=3[CH3:22])[CH2:14][N:13]([CH2:23][CH2:24][NH:41][CH:38]([CH3:40])[CH3:39])[C:12]2=[O:26])[CH2:27][CH2:28]1)=[O:7]. Procedure: The title compound, MS: m/e=571.1 (M+H+), was prepared in accordance with the general method of example 48 from 8-(3,5-bis-trifluoromethyl-benzoyl)-3-(2-hydroxy-ethyl)-1-o-tolyl-1,3,8-triaza-spiro[4.5]decan-4-one and isopropylamine.